Task: describe an organic reaction: reactants, conditions, products, and yield. Dataset: the Open Reaction Database (ORD), a public repository of structured organic reaction records Starting materials: C[N+]1([O-])CCOCC1, CC#N, Cc1c(CO)cc(-c2ccc(F)cc2)n1S(=O)(=O)c1ccccc1. The product is Cc1c(C=O)cc(-c2ccc(F)cc2)n1S(=O)(=O)c1ccccc1. As a reaction SMILES: [CH3:25][N+:26]1([O-:32])[CH2:27][CH2:28][O:29][CH2:30][CH2:31]1.[CH3:33][C:34]#[N:35].[F:1][c:2]1[cH:3][cH:4][c:5](-[c:8]2[cH:9][c:10]([CH2:23][OH:24])[c:11]([CH3:22])[n:12]2[S:13](=[O:14])(=[O:15])[c:16]2[cH:17][cH:18][cH:19][cH:20][cH:21]2)[cH:6][cH:7]1>>[F:1][c:2]1[cH:3][cH:4][c:5](-[c:8]2[cH:9][c:10]([CH:23]=[O:24])[c:11]([CH3:22])[n:12]2[S:13](=[O:14])(=[O:15])[c:16]2[cH:17][cH:18][cH:19][cH:20][cH:21]2)[cH:6][cH:7]1.